The task is: describe an organic reaction: reactants, conditions, products, and yield. This data is from the Open Reaction Database (ORD), a public repository of structured organic reaction records. Reactants: O=C([O-])[O-], CCOC(=O)CCc1cc(OCC)ccc1O, CN(C)C=O, Cc1oc(-c2ccccc2)nc1COc1ccc(CCl)cc1, [K+], [K+], O. Yields the product CCOC(=O)CCc1cc(OCC)ccc1OCc1ccc(OCc2nc(-c3ccccc3)oc2C)cc1. RXN SMILES: [C:40](=[O:41])([O-:42])[O-:43].[CH2:23]([CH3:24])[O:25][c:26]1[cH:27][cH:28][c:29]([OH:39])[c:30]([CH2:32][CH2:33][C:34](=[O:35])[O:36][CH2:37][CH3:38])[cH:31]1.[CH3:46][N:47]([CH3:48])[CH:49]=[O:50].[Cl:1][CH2:2][c:3]1[cH:4][cH:5][c:6]([O:7][CH2:8][c:9]2[n:10][c:11](-[c:15]3[cH:16][cH:17][cH:18][cH:19][cH:20]3)[o:12][c:13]2[CH3:14])[cH:21][cH:22]1.[K+:44].[K+:45].[OH2:51]>>[CH2:2]([c:3]1[cH:4][cH:5][c:6]([O:7][CH2:8][c:9]2[n:10][c:11](-[c:15]3[cH:16][cH:17][cH:18][cH:19][cH:20]3)[o:12][c:13]2[CH3:14])[cH:21][cH:22]1)[O:39][c:29]1[cH:28][cH:27][c:26]([O:25][CH2:23][CH3:24])[cH:31][c:30]1[CH2:32][CH2:33][C:34](=[O:35])[O:36][CH2:37][CH3:38]. Starting materials: ClC[C@H]1CNC(O1)=O (5-(R)-Chloromethyloxazolidine-2-one), [N-]=[N+]=[N-].[Na+] (sodium azide), (R)- and (S)-hydroxymethyl-2-oxazolidinone, [N-]=[N+]=[N-].C(CCC)[N+](CCCC)(CCCC)CCCC (tetrabutylammonium azide), [N-]=[N+]=[N-].[Na+] (sodium azide). The solvent is CC(=O)C (acetone), CN(C=O)C (N,N-dimethylformamide). Yields the product N(=[N+]=[N-])C[C@@H]1CNC(O1)=O (5-(S)-Azidomethyloxazolidine-2-one). Reaction SMILES: Cl[CH2:2][C@@H:3]1[O:7][C:6](=[O:8])[NH:5][CH2:4]1.[N-:9]=[N+:10]=[N-:11].[Na+].[N-]=[N+]=[N-].C([N+](CCCC)(CCCC)CCCC)CCC>CC(C)=O.CN(C)C=O>[N:9]([CH2:2][C@H:3]1[O:7][C:6](=[O:8])[NH:5][CH2:4]1)=[N+:10]=[N-:11] |f:1.2,3.4|. Procedure details: 5-(R)-Chloromethyloxazolidine-2-one (prepared according to [Danielmeier et al. Efficient Pathways to (R)- and (S)-hydroxymethyl-2-oxazolidinone and some derivatives. Tetrahedron: Asymmetry. 1995, vol. 6, pp. 1181-1190] (5 mmol) is reacted with sodium azide (7-10 mmol) in acetone (ca. 40-50 mL) at r.t. for ca. 24 h (until the reaction is completed). Solids are filtered off, and supernatant evaporated under vacuum to afford the product which is immediately used for the next step. Optionally, the s...